From a dataset of the Open Reaction Database (ORD), a public repository of structured organic reaction records. describe an organic reaction: reactants, conditions, products, and yield Reactants: BrC1=C(SC=C1)C(=O)NC(C)C1=CN=C(N=N1)NC1=CC(=C(C(=C1)OC)OC)OC (3-bromo-N-(1-{3-[(3,4,5-trimethoxyphenyl)amino]-1,2,4-triazin-6-yl}ethyl)thiophene-2-carboxamide), P(=O)(Cl)(Cl)Cl (phosphorus oxychloride), BrC1=C(SC=C1)C(=O)NC(C)C1=CN=C(N=N1)NC1=CC(=C(C(=C1)OC)OC)OC (3-bromo-N-(1-{3-[(3,4,5-trimethoxyphenyl)amino]-1,2,4-triazin-6-yl}ethyl)thiophene-2-carboxamide), N1N=CN=C1 (1,2,4-triazole). Run in N1=CC=CC=C1 (pyridine). The product is BrC1=C(SC=C1)C1=NC(=C2C=NC(=NN21)NC2=CC(=C(C(=C2)OC)OC)OC)C (7-(3-bromothien-2-yl)-5-methyl-N-(3,4,5-trimethoxyphenyl)imidazo[5,1-f][1,2,4]triazin-2-amine). The yield is 14.7%. As a reaction SMILES: [Br:1][C:2]1[CH:6]=[CH:5][S:4][C:3]=1[C:7]([NH:9][CH:10]([C:12]1[N:17]=[N:16][C:15]([NH:18][C:19]2[CH:24]=[C:23]([O:25][CH3:26])[C:22]([O:27][CH3:28])=[C:21]([O:29][CH3:30])[CH:20]=2)=[N:14][CH:13]=1)[CH3:11])=O.N1C=NC=N1.P(Cl)(Cl)(Cl)=O>N1C=CC=CC=1>[Br:1][C:2]1[CH:6]=[CH:5][S:4][C:3]=1[C:7]1[N:17]2[C:12]([CH:13]=[N:14][C:15]([NH:18][C:19]3[CH:24]=[C:23]([O:25][CH3:26])[C:22]([O:27][CH3:28])=[C:21]([O:29][CH3:30])[CH:20]=3)=[N:16]2)=[C:10]([CH3:11])[N:9]=1. Procedure details: In a similar manner as described for Example 9, 3-bromo-N-(1-{3-[(3,4,5-trimethoxyphenyl)amino]-1,2,4-triazin-6-yl}ethyl)thiophene-2-carboxamide (Intermediate 19) (0.23 g, 0.47 mmol) and 1,2,4-triazole (100 mg, 1.5 mmol) in pyridine (4 mL) and phosphorus oxychloride (0.070 mL, 0.75 mmol) gave 7-(3-bromothien-2-yl)-5-methyl-N-(3,4,5-trimethoxyphenyl)imidazo[5,1-f][1,2,4]triazin-2-amine (0.033 g) as a yellow solid. 1H NMR (CDCl3): δ8.82 (s, 1H), 7.47 (d, J=5.3 Hz, 1H), 7.13 (s, 1H), 7.10 (d, J=5.3... The reactants are C1(C=2C(C(=O)O1)=CC=CC2)=O (phthalic anhydride), C(CC(=O)[O-])(=O)OCC (monoethyl malonate), N1=CC=CC=C1 (pyridine). Run in C1(=CC=CC=C1)C (toluene). Yields the product C1(=O)O\C(\C2=CC=CC=C12)=C/C(=O)OCC (ethyl (Z)-3-phthalidylideneacetate). Isolated yield 75.0%. Reaction SMILES: [C:1]1(=[O:11])[O:6][C:4](=O)[C:3]2=[CH:7][CH:8]=[CH:9][CH:10]=[C:2]12.[C:12]([O:18][CH2:19][CH3:20])(=[O:17])[CH2:13]C([O-])=O.N1C=CC=CC=1>C1(C)C=CC=CC=1>[C:1]1([C:2]2[C:3](=[CH:7][CH:8]=[CH:9][CH:10]=2)/[C:4](=[CH:13]/[C:12]([O:18][CH2:19][CH3:20])=[O:17])/[O:6]1)=[O:11]. Reported procedure: 59.2 g (0.4 mol) of phthalic anhydride, 26.4 g (0.2 mol) of monoethyl malonate, and 15.8 g (0.2 mol) of pyridine are added to 200 ml of toluene, and the reaction mixture is heated under reflux for 4 hours. After terminating the reaction, 100 ml of water is added to the reaction mixture, and an organic layer is separated out. The organic layer is washed with 100 ml of 5%-aqueous acetic acid solution, and toluene is distilled off under a reduced pressure. The residue thus obtained is recrystallize... The reactants are Cl.C(C1=CC=CC=C1)OC=1C(=NC(=NC1C)CC1CCNCC1)C(=O)OC(C)(C)C (tert-Butyl 5-(benzyloxy)-6-methyl-2-(piperidin-4-ylmethyl)pyrimidine-4-carboxylate hydrochloride), C1(CCCCC1)P(C1=C(C=CC=C1)C1=C(C=C(C=C1C(C)C)C(C)C)C(C)C)C1CCCCC1 (2-dicyclohexylphosphino-2′,4′,6′-triisopropylbiphenyl), BrC1=CC=C(C=C1)C1=CC=C(C=C1)CO[Si](C)(C)C(C)(C)C ([(4′-bromobiphenyl-4-yl)methoxy](tert-butyl)dimethylsilane), CC(C)([O-])C.[Na+] (sodium tert-butoxide). The reagents and catalysts are C=1C=CC(=CC1)/C=C/C(=O)/C=C/C2=CC=CC=C2.C=1C=CC(=CC1)/C=C/C(=O)/C=C/C2=CC=CC=C2.C=1C=CC(=CC1)/C=C/C(=O)/C=C/C2=CC=CC=C2.[Pd].[Pd] (tris(dibenzylideneacetone)dipalladium). The solvent is C1(=CC=CC=C1)C (toluene). Product: C(C1=CC=CC=C1)OC=1C(=NC(=NC1C)CC1CCN(CC1)C1=CC=C(C=C1)C1=CC=C(C=C1)CO[Si](C)(C)C(C)(C)C)C(=O)OC(C)(C)C (tert-Butyl 5-(benzyloxy)-2-{(1-[4′-({[tert-butyl(dimethyl)silyl]oxy}methyl)biphenyl-4-yl]piperidin-4-yl}methyl)-6-methylpyrimidine-4-carboxylate). The yield is 60.9%. Reaction SMILES: Cl.[CH2:2]([O:9][C:10]1[C:11]([C:24]([O:26][C:27]([CH3:30])([CH3:29])[CH3:28])=[O:25])=[N:12][C:13]([CH2:17][CH:18]2[CH2:23][CH2:22][NH:21][CH2:20][CH2:19]2)=[N:14][C:15]=1[CH3:16])[C:3]1[CH:8]=[CH:7][CH:6]=[CH:5][CH:4]=1.Br[C:32]1[CH:37]=[CH:36][C:35]([C:38]2[CH:43]=[CH:42][C:41]([CH2:44][O:45][Si:46]([C:49]([CH3:52])([CH3:51])[CH3:50])([CH3:48])[CH3:47])=[CH:40][CH:39]=2)=[CH:34][CH:33]=1.CC(C)([O-])C.[Na+].C1(P(C2CCCCC2)C2C=CC=CC=2C2C(C(C)C)=CC(C(C)C)=CC=2C(C)C)CCCCC1>C1(C)C=CC=CC=1.C1C=CC(/C=C/C(/C=C/C2C=CC=CC=2)=O)=CC=1.C1C=CC(/C=C/C(/C=C/C2C=CC=CC=2)=O)=CC=1.C1C=CC(/C=C/C(/C=C/C2C=CC=CC=2)=O)=CC=1.[Pd].[Pd]>[CH2:2]([O:9][C:10]1[C:11]([C:24]([O:26][C:27]([CH3:30])([CH3:29])[CH3:28])=[O:25])=[N:12][C:13]([CH2:17][CH:18]2[CH2:23][CH2:22][N:21]([C:32]3[CH:33]=[CH:34][C:35]([C:38]4[CH:43]=[CH:42][C:41]([CH2:44][O:45][Si:46]([C:49]([CH3:52])([CH3:51])[CH3:50])([CH3:47])[CH3:48])=[CH:40][CH:39]=4)=[CH:36][CH:37]=3)[CH2:20][CH2:19]2)=[N:14][C:15]=1[CH3:16])[C:3]1[CH:4]=[CH:5][CH:6]=[CH:7][CH:8]=1 |f:0.1,3.4,7.8.9.10.11|. Procedure details: tert-Butyl 5-(benzyloxy)-6-methyl-2-(piperidin-4-ylmethyl)pyrimidine-4-carboxylate hydrochloride (1.0 g, 2.3 mmol), [(4′-bromobiphenyl-4-yl)methoxy](tert-butyl)dimethylsilane (0.92 g, 2.4 mmol), sodium tert-butoxide (0.67 g, 7.0 mmol), 2-dicyclohexylphosphino-2′,4′,6′-triisopropylbiphenyl (X-PHOS) (0.11 g, 0.23 mmol) and tris(dibenzylideneacetone)dipalladium (0.11 g, 0.12 mmol) were suspended in toluene (50 mL), followed by heating to reflux for 3 hours under a nitrogen atmosphere. The reaction ... Reactants: COC(=O)c1ccc(N)cc1NC(=O)c1ccc(OC(F)(F)F)cc1, O=N[O-], [Na+], O=C(O)C(F)(F)F. Yields the product COC(=O)c1ccc(O)cc1NC(=O)c1ccc(OC(F)(F)F)cc1. As a reaction SMILES: [CH3:1][O:2][C:3]([c:4]1[c:5]([NH:11][C:12]([c:13]2[cH:14][cH:15][c:16]([O:19][C:20]([F:21])([F:22])[F:23])[cH:17][cH:18]2)=[O:24])[cH:6][c:7]([NH2:10])[cH:8][cH:9]1)=[O:25].[N:26](=[O:27])[O-:28].[Na+:29].[OH:30][C:31]([C:32]([F:33])([F:34])[F:35])=[O:36]>>[CH3:1][O:2][C:3]([c:4]1[c:5]([NH:11][C:12]([c:13]2[cH:14][cH:15][c:16]([O:19][C:20]([F:21])([F:22])[F:23])[cH:17][cH:18]2)=[O:24])[cH:6][c:7]([OH:27])[cH:8][cH:9]1)=[O:25]. Procedure details: A mixture of 6 parts of 2-methyl-3-(2-thenoyl)hydratroponitrile, 2.7 parts of potassium hydroxide, 28 parts of ethanol and 3.5 parts of water is stirred and refluxed for 44 hours. The reaction mixture is evaporated. The residue is taken up in water and washed twice with 80 parts of ether. The aqueous phase is acidified with concentrated hydrochloric acid solution. The separated oily product is extracted with ether. Then the latter is dried and evaporated. The oily residue solidifies on triturati... Run in O (water). The product is CC1=C(C(C(=O)O)C)C=CC=C1C(C1=CC=CS1)=O (2-methyl-3-(2-thenoyl)hydratropic acid). Reactants: CC1=C(C(C#N)C)C=CC=C1C(C1=CC=CS1)=O (2-methyl-3-(2-thenoyl)hydratroponitrile), [OH-].[K+] (potassium hydroxide), C(C)O (ethanol). As a reaction SMILES: [CH3:1][C:2]1[C:11]([C:12](=[O:18])[C:13]2[S:17][CH:16]=[CH:15][CH:14]=2)=[CH:10][CH:9]=[CH:8][C:3]=1[CH:4]([CH3:7])[C:5]#N.[OH-:19].[K+].C([OH:23])C>O>[CH3:1][C:2]1[C:11]([C:12](=[O:18])[C:13]2[S:17][CH:16]=[CH:15][CH:14]=2)=[CH:10][CH:9]=[CH:8][C:3]=1[CH:4]([CH3:7])[C:5]([OH:23])=[O:19] |f:1.2|. The reactants are C(C=C)C1=C(C(=CC=C1)[N+](=O)[O-])OCC=C (1-allyl-2-allyloxy-3-nitrobenzene), C(Cl)Cl (methylene chloride). Reagents/catalysts: C1CCC(CC1)P(C2CCCCC2)C3CCCCC3.C1CCC(CC1)P(C2CCCCC2)C3CCCCC3.C1=CC=C(C=C1)C=[Ru](Cl)Cl (benzylidene-bis(tricyclohexylphosphine)dichlororuthenium). Run at time 8 hour. The product is [N+](=O)([O-])C1=CC=CC2=C1OCC=CC2 (9-nitro-2,5-dihydrobenzo[b]oxepine). As a reaction SMILES: [CH2:1]([C:4]1[CH:9]=[CH:8][CH:7]=[C:6]([N+:10]([O-:12])=[O:11])[C:5]=1[O:13][CH2:14][CH:15]=[CH2:16])C=C.C(Cl)Cl>C1CCC(P(C2CCCCC2)C2CCCCC2)CC1.C1CCC(P(C2CCCCC2)C2CCCCC2)CC1.C1C=CC(C=[Ru](Cl)Cl)=CC=1>[N+:10]([C:6]1[C:5]2[O:13][CH2:14][CH:15]=[CH:16][CH2:1][C:4]=2[CH:9]=[CH:8][CH:7]=1)([O-:12])=[O:11] |f:2.3.4|. Reported procedure: To a stirred solution of 1-allyl-2-allyloxy-3-nitrobenzene (100 mg, 0.0004 mol) in methylene chloride (6 mL, 0.09 mol) at room temperature was added benzylidene-bis(tricyclohexylphosphine)dichlororuthenium (20 mg, 0.00002 mol). The reaction mixture was stirred at room temperature overnight. The reaction solvent was removed in vacuo leaving a dark solid which was purified by ISCO column chromatography on silica gel using hexane-methyl-t-butyl ether (3:1). The fractions corresponding to product we...